From a dataset of the Open Reaction Database (ORD), a public repository of structured organic reaction records. describe an organic reaction: reactants, conditions, products, and yield Reactants: C(Cl)C1CO1 (epichlorohydrin), C(CCC)[Li] (Butyllithium), B(F)(F)F (Boron trifluoride), C(=O)(OC(C)(C)C)N1CC(NCC1)=O (4-Boc-piperazinone). Run in 50, C1CCOC1 (THF). Run at temperature -78 celsius, time 30 minute. Product: ClCC(CN1C(CN(CC1)C(=O)OC(C)(C)C)=O)O (tert-Butyl 4-(3-chloro-2-hydroxypropyl)-3-oxopiperazine-1-carboxylate). The yield is 44.9%. As a reaction SMILES: [C:1]([N:8]1[CH2:13][CH2:12][NH:11][C:10](=[O:14])[CH2:9]1)([O:3][C:4]([CH3:7])([CH3:6])[CH3:5])=[O:2].C([Li])CCC.B(F)(F)F.[CH2:24]([CH:26]1[O:28][CH2:27]1)[Cl:25]>C1COCC1>[Cl:25][CH2:24][CH:26]([OH:28])[CH2:27][N:11]1[CH2:12][CH2:13][N:8]([C:1]([O:3][C:4]([CH3:7])([CH3:6])[CH3:5])=[O:2])[CH2:9][C:10]1=[O:14]. Reported procedure: In a 50 0 ml round bottom flask with magnetic stirrer 4-Boc-piperazinone (5.08 g, 25.4 mmol) was dissolved in THF (100 mL) and cooled to −78° C. Butyllithium (1.6M in hexanes) (15.9 mL, 25.4 mmol) was added then and the mixture agitated for 30 minutes at −78° C. Boron trifluoride ethereate (3.19 mL, 25.4 mmol) was added slowly and then epichlorohydrin (1.99 mL, 25.4 mmol). The mixture was agitated for 1 hour at −78° C. and then allowed to warm up and agitated overnight. Reaction was quenched wit...